This data is from the Open Reaction Database (ORD), a public repository of structured organic reaction records. The task is: describe an organic reaction: reactants, conditions, products, and yield Reactants: CC=1C(=C(C#N)C=CC1N1C(CC[C@@H]1COC(C1=CC=CC=C1)(C1=CC=CC=C1)C1=CC=CC=C1)=O)C(F)(F)F ((R)-3-methyl-4-(2-oxo-5-((trityloxy)methyl)pyrrolidin-1-yl)-2-(trifluoromethyl)benzonitrile). Solvent: O1CCOCC1 (1,4-dioxane), Cl (HCl), O1CCOCC1 (1,4-dioxane), O (water). Conditions: time 4 hour. The product is OC[C@@H]1N(C(CC1)=O)C1=C(C(=C(C#N)C=C1)C(F)(F)F)C ((R)-4-(2-(hydroxymethyl)-5-oxopyrrolidin-1-yl)-3-methyl-2-(trifluoromethyl)benzonitrile). Isolated yield 79.3%. As a reaction SMILES: [CH3:1][C:2]1[C:3]([C:37]([F:40])([F:39])[F:38])=[C:4]([CH:7]=[CH:8][C:9]=1[N:10]1[C@@H:14]([CH2:15][O:16]C(C2C=CC=CC=2)(C2C=CC=CC=2)C2C=CC=CC=2)[CH2:13][CH2:12][C:11]1=[O:36])[C:5]#[N:6]>O1CCOCC1.Cl.O>[OH:16][CH2:15][C@H:14]1[CH2:13][CH2:12][C:11](=[O:36])[N:10]1[C:9]1[CH:8]=[CH:7][C:4]([C:5]#[N:6])=[C:3]([C:37]([F:40])([F:38])[F:39])[C:2]=1[CH3:1]. Procedure: To a solution of (R)-3-methyl-4-(2-oxo-5-((trityloxy)methyl)pyrrolidin-1-yl)-2-(trifluoromethyl)benzonitrile (3h) (0.48 g, 0.93 mmol) in 1,4-dioxane (15 mL), 2M HCl in 1,4-dioxane (5 mL) was added at 0° C. and stirred for 4 h. After completion of reaction (by TLC), the reaction mixture was diluted with water (20 mL) and extracted with EtOAc (2×15 mL). The combined organic extracts were washed with water (2×30 mL), dried over Na2SO4 and concentrated under reduced pressure to obtain the crude comp...